This data is from the Open Reaction Database (ORD), a public repository of structured organic reaction records. The task is: describe an organic reaction: reactants, conditions, products, and yield Starting materials: C(CCC)[Li] (n-butyllithium), BrCC=C (3-Bromopropene), C(C)(C)NC(C)C (Diisopropylamine), COC1=NC(=NC(=C1)OC)SCC(=O)OC (methyl 2-(4,6-dimethoxy-2-pyrimidinylthio)acetate), ice water. Solvent: CCCCCC (hexane), O1CCCC1 (tetrahydrofuran), O1CCCC1 (tetrahydrofuran). Conditions: time 20 minute. Yields the product COC1=NC(=NC(=C1)OC)SC(C(=O)OC)CC=C (Methyl 2-(4,6-dimethoxy-2-pyrimidinylthio)-4-pentenoate). As a reaction SMILES: [CH:1](NC(C)C)([CH3:3])[CH3:2].C([Li])CCC.[CH3:13][O:14][C:15]1[CH:20]=[C:19]([O:21][CH3:22])[N:18]=[C:17]([S:23][CH2:24][C:25]([O:27][CH3:28])=[O:26])[N:16]=1.BrCC=C>O1CCCC1.CCCCCC>[CH3:22][O:21][C:19]1[CH:20]=[C:15]([O:14][CH3:13])[N:16]=[C:17]([S:23][CH:24]([CH2:3][CH:1]=[CH2:2])[C:25]([O:27][CH3:28])=[O:26])[N:18]=1. Procedure details: 1.22 g (12.2 mmol) Diisopropylamine was dissolved in 10 ml tetrahydrofuran under nitrogen and treated with 7.8 ml (12.2 mmol) 1.6M n-butyllithium in hexane at a temperature between -78° and -50° C. The mixture was stirred for 20 minutes and then a solution of 3 g (12.2 mmol) methyl 2-(4,6-dimethoxy-2-pyrimidinylthio)acetate in 30 ml tetrahydrofuran was added to the reaction mixture and the mixture then stirred for 30 minutes. 1.45 g (12.2 mmol) 3-Bromopropene was added, dropwise, to the solution...